Dataset: the Open Reaction Database (ORD), a public repository of structured organic reaction records. Task: describe an organic reaction: reactants, conditions, products, and yield Reactants: O=C([O-])O, CCO, COCc1nc(Cl)cc(Cl)n1, FC(F)(F)c1cccnc1N1CCNCC1, [Na+]. The product is COCc1nc(Cl)cc(N2CCN(c3ncccc3C(F)(F)F)CC2)n1. As a reaction SMILES: [C:28](=[O:29])([OH:30])[O-:31].[CH3:33][CH2:34][OH:35].[Cl:1][c:2]1[n:3][c:4]([CH2:9][O:10][CH3:11])[n:5][c:6]([Cl:8])[cH:7]1.[F:12][C:13]([c:14]1[c:15]([N:20]2[CH2:21][CH2:22][NH:23][CH2:24][CH2:25]2)[n:16][cH:17][cH:18][cH:19]1)([F:26])[F:27].[Na+:32]>>[c:2]1([N:23]2[CH2:22][CH2:21][N:20]([c:15]3[c:14]([C:13]([F:12])([F:26])[F:27])[cH:19][cH:18][cH:17][n:16]3)[CH2:25][CH2:24]2)[n:3][c:4]([CH2:9][O:10][CH3:11])[n:5][c:6]([Cl:8])[cH:7]1. Reactants: O.C1(=CC=C(C=C1)S(=O)(=O)O)C (p-toluenesulfonic acid monohydrate), C(CO)O (Ethylene glycol), O.C1(=CC=C(C=C1)S(=O)(=O)O)C (p-toluenesulfonic acid monohydrate), BrC1=CC=C(C=C1)C(CCCN(CC)CC)=O (1-(4-bromophenyl)-4-(diethylamino)butan-1-one), C([O-])(O)=O.[Na+] (sodium bicarbonate). The solvent is C1(=CC=CC=C1)C (toluene). Conditions: temperature 150 celsius, time 1 hour. Yields the product BrC1=CC=C(C=C1)C1(OCCO1)CCCN(CC)CC (3-[2-(4-Bromophenyl)-1,3-dioxolan-2-yl]-N,N-diethylpropan-1-amine). The yield is 91.0%. RXN SMILES: [CH2:1]([OH:4])[CH2:2][OH:3].O.C1(C)C=CC(S(O)(=O)=O)=CC=1.[Br:17][C:18]1[CH:23]=[CH:22][C:21]([C:24](=O)[CH2:25][CH2:26][CH2:27][N:28]([CH2:31][CH3:32])[CH2:29][CH3:30])=[CH:20][CH:19]=1.C(=O)(O)[O-].[Na+]>C1(C)C=CC=CC=1>[Br:17][C:18]1[CH:19]=[CH:20][C:21]([C:24]2([CH2:25][CH2:26][CH2:27][N:28]([CH2:31][CH3:32])[CH2:29][CH3:30])[O:4][CH2:1][CH2:2][O:3]2)=[CH:22][CH:23]=1 |f:1.2,4.5|. Procedure details: Ethylene glycol (10 mL) and p-toluenesulfonic acid monohydrate (128 mg) were added to a solution of 1-(4-bromophenyl)-4-(diethylamino)butan-1-one (2.0 g) in toluene (80 mL), and the mixture was stirred at 150° C. for one hour. The reaction solution was cooled to room temperature and p-toluenesulfonic acid monohydrate (1.28 g) was added, after which the mixture was stirred at 150° C. for further one hour. The reaction solution was cooled to room temperature and neutralized with saturated aqueous ...